This data is from the Open Reaction Database (ORD), a public repository of structured organic reaction records. The task is: describe an organic reaction: reactants, conditions, products, and yield The reactants are C=1(O)C(O)=CC=CC1 (catechol), ClC1=NC=C(C=C1)Cl (2,5-dichloropyridine). The solvent is C(Cl)Cl (methylene chloride). Product: ClC=1C=CC(=NC1)OC1=C(C=CC=C1)O (2-(5-chloropyridin-2-yloxy)phenol). RXN SMILES: [C:1]1([C:3](=[CH:5][CH:6]=[CH:7][CH:8]=1)[OH:4])[OH:2].Cl[C:10]1[CH:15]=[CH:14][C:13]([Cl:16])=[CH:12][N:11]=1>C(Cl)Cl>[Cl:16][C:13]1[CH:14]=[CH:15][C:10]([O:2][C:1]2[CH:8]=[CH:7][CH:6]=[CH:5][C:3]=2[OH:4])=[N:11][CH:12]=1. Procedure: Under nitrogen, a mixture of 15.0 grams (0.136 mole) of catechol, and 22.0 grams of 2,5-dichloropyridine was heated as a melt at 140°-150° for 12 hours. The resulting black residue was dissolved in a minimum amount of methylene chloride, i.e., about 50 ml, chromatographed through a silica gel column using methylene chloride as the eluent. The 2-(5-chloropyridin-2-yloxy)phenol was isolated in the latter fraction, whereas starting material 2,5-dichloropyridine eluted with the solvent front. Yield ... Starting materials: O (Water), solution, [H-].C(C(C)C)[Al+]CC(C)C (diisobutylaluminum hydride), CC12OC(CC(CC1)C2(C)C)=O (1,8,8-trimethyl-2-oxa-bicyclo [3,2,1] octane-3-one). The solvent is C1(=CC=CC=C1)C (toluene), C1(=CC=CC=C1)C (toluene). Conditions: temperature -60 celsius, time 2 hour. The product is CC12OC(CC(CC1)C2(C)C)O (1,8,8-trimethyl-2-oxa-bicyclo [3,2,1] octan-3-ol). Yield: 69.2%. RXN SMILES: [H-].C([Al+]CC(C)C)C(C)C.[CH3:11][C:12]12[C:19]([CH3:21])([CH3:20])[CH:16]([CH2:17][CH2:18]1)[CH2:15][C:14](=[O:22])[O:13]2.O>C1(C)C=CC=CC=1>[CH3:11][C:12]12[C:19]([CH3:21])([CH3:20])[CH:16]([CH2:17][CH2:18]1)[CH2:15][CH:14]([OH:22])[O:13]2 |f:0.1|. Reported procedure: 25 ml of a solution of 1.1M of diisobutylaluminum hydride in toluene was added at -60° C. over 90 minutes to a solution of 5 g of 1,8,8-trimethyl-2-oxa-bicyclo [3,2,1] octane-3-one [process of Ronald et al, J.A.C.S., Vol. 81 (1959), p. 925] in 20 ml of toluene and the mixture was stirred for 2 hours at -60° C. Water was added dropwise while the temperature was allowed to rise to 20° C. and the mixture was then stirred at 20° C. for 2 hours. The mixture was filtered to remove lithium salts and th... The reactants are BrC1=NC(=CC=C1)CF (2-bromo-6-(fluoromethyl)pyridine), C(CC#C)C1=NC2=C(N1C)C(=CC=C2)Cl (2-(but-3-ynyl)-7-chloro-1-methyl-1H-benzo[d]imidazole). The product is ClC1=CC=CC2=C1N(C(=N2)CCC#CC2=NC(=CC=C2)CF)C (7-Chloro-2-(4-(6-(fluoromethyl)pyridin-2-yl)but-3-ynyl)-1-methyl-1H-benzo[d]imidazole), light brown solid. As a reaction SMILES: Br[C:2]1[CH:7]=[CH:6][CH:5]=[C:4]([CH2:8][F:9])[N:3]=1.[CH2:10]([C:14]1[N:18]([CH3:19])[C:17]2[C:20]([Cl:24])=[CH:21][CH:22]=[CH:23][C:16]=2[N:15]=1)[CH2:11][C:12]#[CH:13]>>[Cl:24][C:20]1[C:17]2[N:18]([CH3:19])[C:14]([CH2:10][CH2:11][C:12]#[C:13][C:2]3[CH:7]=[CH:6][CH:5]=[C:4]([CH2:8][F:9])[N:3]=3)=[N:15][C:16]=2[CH:23]=[CH:22][CH:21]=1. Reported procedure: The title compound was prepared in accordance with the general method of Example 190(F), from 2-bromo-6-(fluoromethyl)pyridine (30 mg, 0.16 mmol) and 2-(but-3-ynyl)-7-chloro-1-methyl-1H-benzo[d]imidazole (35 mg, 0.16 mmol). The crude residue was purified over silicagel chromatography (prepacked 10 g silicagel column, DCM/MeOH: from 100/0 to 99/1 as eluent) to afford 43 mg of a light brown solid. The resulting solid was triturated into isopropyl ether to give 6 mg of 7-chloro-2-(4-(6-(fluoromethy... Starting materials: O=c1[nH]nc(Cl)c2cc(Br)ccc12, CC(C)(C)[O-], CCOC(C)=O, NCc1ccccc1OC(F)(F)F, [Na+], O=C(C=Cc1ccccc1)C=Cc1ccccc1, O=C(C=Cc1ccccc1)C=Cc1ccccc1, O=C(C=Cc1ccccc1)C=Cc1ccccc1, [Pd], [Pd]. Reaction SMILES: [Br:1][c:2]1[cH:3][c:4]2[c:5]([Cl:13])[n:6][nH:7][c:8](=[O:12])[c:9]2[cH:10][cH:11]1.[CH3:27][C:28]([CH3:29])([O-:30])[CH3:31].[CH3:33][CH2:34][O:35][C:36]([CH3:37])=[O:38].[F:14][C:15]([O:16][c:17]1[c:18]([CH2:19][NH2:20])[cH:21][cH:22][cH:23][cH:24]1)([F:25])[F:26].[Na+:32].[O:41]=[C:42]([CH:43]=[CH:44][c:45]1[cH:46][cH:47][cH:48][cH:49][cH:50]1)[CH:51]=[CH:52][c:53]1[cH:54][cH:55][cH:56][cH:57][cH:58]1.[O:59]=[C:60]([CH:61]=[CH:62][c:63]1[cH:64][cH:65][cH:66][cH:67][cH:68]1)[CH:69]=[CH:70][c:71]1[cH:72][cH:73][cH:74][cH:75][cH:76]1.[O:77]=[C:78]([CH:79]=[CH:80][c:81]1[cH:82][cH:83][cH:84][cH:85][cH:86]1)[CH:87]=[CH:88][c:89]1[cH:90][cH:91][cH:92][cH:93][cH:94]1.[Pd:39].[Pd:40]>>[c:2]1([NH:20][CH2:19][c:18]2[c:17]([O:16][C:15]([F:14])([F:25])[F:26])[cH:24][cH:23][cH:22][cH:21]2)[cH:3][c:4]2[c:5]([Cl:13])[n:6][nH:7][c:8](=[O:12])[c:9]2[cH:10][cH:11]1. Product: O=c1[nH]nc(Cl)c2cc(NCc3ccccc3OC(F)(F)F)ccc12. Starting materials: ClC=1C=C(C(=NC1)C(=O)O)NS(=O)(=O)C1=CC(=C(C=C1)Cl)C(F)(F)F.O1C2=C(NCC1)N=CC=C2 (3,4-Dihydro-2H-pyrido[3,2-b][1,4]oxazine 5-chloro-3-(4-chloro-3-(trifluoromethyl)phenylsulfonamido)picolinic acid), C(CC)P1(OP(OP(O1)(=O)CCC)(=O)CCC)=O (T3P). Run in CCN(CC)CC (Et3N). Yields the product ClC1=C(C=C(C=C1)S(=O)(=O)NC=1C(=NC=C(C1)Cl)C(=O)N1C2=C(OCC1)C=CC=N2)C(F)(F)F (4-Chloro-N-[5-chloro-2-(2,3-dihydro-pyrido[3,2-b][1,4]oxazine-4-carbonyl)-pyridin-3-yl]-3-trifluoromethyl-benzenesulfonamide). RXN SMILES: [Cl:1][C:2]1[CH:3]=[C:4]([NH:11][S:12]([C:15]2[CH:20]=[CH:19][C:18]([Cl:21])=[C:17]([C:22]([F:25])([F:24])[F:23])[CH:16]=2)(=[O:14])=[O:13])[C:5]([C:8](O)=[O:9])=[N:6][CH:7]=1.[O:26]1[CH2:31][CH2:30][NH:29][C:28]2[N:32]=[CH:33][CH:34]=[CH:35][C:27]1=2.C(P1(=O)OP(CCC)(=O)OP(CCC)(=O)O1)CC>CCN(CC)CC>[Cl:21][C:18]1[CH:19]=[CH:20][C:15]([S:12]([NH:11][C:4]2[C:5]([C:8]([N:29]3[CH2:30][CH2:31][O:26][C:27]4[CH:35]=[CH:34][CH:33]=[N:32][C:28]3=4)=[O:9])=[N:6][CH:7]=[C:2]([Cl:1])[CH:3]=2)(=[O:13])=[O:14])=[CH:16][C:17]=1[C:22]([F:24])([F:23])[F:25] |f:0.1|. Reported procedure: 3,4-Dihydro-2H-pyrido[3,2-b][1,4]oxazine 5-chloro-3-(4-chloro-3-(trifluoromethyl)phenylsulfonamido)picolinic acid, T3P, and Et3N were reacted according to the procedure D to provide the title compound. HPLC purification provided 4-chloro-N-[5-chloro-2-(2,3-dihydro-pyrido[3,2-b][1,4]oxazine-4-carbonyl)-pyridin-3-yl]-3-trifluoromethyl-benzenesulfonamide; Reverse phase HPLC gradient acetonitrile 0.1% TFA 20-95% in 4 min: 2.871 min; MS m/z 533.1 (M+H). Reactants: C(C)(C)(C)OC(N[C@@H]1C(NC2=C(N(C1)CC(F)(F)F)C=CC=C2)=O)=O ([(S)-4-oxo-1-(2,2,2-trifluoro-ethyl)-2,3,4,5-tetrahydro-1H-benzo[b][1,4]diazepin-3-yl]-carbamic acid tert-butyl ester), Cl (hydrochlorid). The solvent is O1CCOCC1 (dioxane). Product: Cl.N[C@H]1CN(C2=C(NC1=O)C=CC=C2)CC(F)(F)F ((S)-3-Amino-5-(2,2,2-trifluoro-ethyl)-1,3,4,5-tetrahydro-benzo[b][1,4]diazepin-2-one Hydrochloride). As a reaction SMILES: C(OC(=O)[NH:7][C@H:8]1[CH2:14][N:13]([CH2:15][C:16]([F:19])([F:18])[F:17])[C:12]2[CH:20]=[CH:21][CH:22]=[CH:23][C:11]=2[NH:10][C:9]1=[O:24])(C)(C)C.[ClH:26]>O1CCOCC1>[ClH:26].[NH2:7][C@@H:8]1[C:9](=[O:24])[NH:10][C:11]2[CH:23]=[CH:22][CH:21]=[CH:20][C:12]=2[N:13]([CH2:15][C:16]([F:19])([F:18])[F:17])[CH2:14]1 |f:3.4|. Procedure: In an analogous procedure to that described in Example 1d), the treatment of the [(S)-4-oxo-1-(2,2,2-trifluoro-ethyl)-2,3,4,5-tetrahydro-1H-benzo[b][1,4]diazepin-3-yl]-carbamic acid tert-butyl ester with hydrochlorid acid (37%) in dioxane yielded the title compound as a light yellow solid; MS (m/e): 260 (M+H)+. Starting materials: C1(CCCCC1)N=C=NC1CCCCC1 (1,3-dicyclohexylcarbodiimide), NC1CN2CCC1CC2 (3-aminoquinuclidine), NC1=CC(=C(C(=O)O)C=C1Cl)OCC1=CC(=CC=C1)I (4-amino-5-chloro-2-[(3-iodophenyl)methoxy]benzoic acid), O.ON1N=NC2=C1C=CC=C2 (1-hydroxybenzotriazole hydrate). Run in CN(C=O)C (N,N-dimethylformamide), CN(C=O)C (N,N-dimethylformamide), CN(C=O)C (N, N-dimethylformamide). Run at time 30 minute. The product is NC1=CC(=C(C(=O)NC2CN3CCC2CC3)C=C1Cl)OCC1=CC(=CC=C1)I (4-Amino-N-(1-azabicyclo[2.2.2]oct-3-yl)-5-chloro-2-[(3-iodophenyl)methoxy]benzamide). The yield is 30.5%. As a reaction SMILES: [NH2:1][C:2]1[C:10]([Cl:11])=[CH:9][C:5]([C:6]([OH:8])=O)=[C:4]([O:12][CH2:13][C:14]2[CH:19]=[CH:18][CH:17]=[C:16]([I:20])[CH:15]=2)[CH:3]=1.O.ON1C2C=CC=CC=2N=N1.C1(N=C=NC2CCCCC2)CCCCC1.[NH2:47][CH:48]1[CH:53]2[CH2:54][CH2:55][N:50]([CH2:51][CH2:52]2)[CH2:49]1>CN(C)C=O>[NH2:1][C:2]1[C:10]([Cl:11])=[CH:9][C:5]([C:6]([NH:47][CH:48]2[CH:53]3[CH2:54][CH2:55][N:50]([CH2:51][CH2:52]3)[CH2:49]2)=[O:8])=[C:4]([O:12][CH2:13][C:14]2[CH:19]=[CH:18][CH:17]=[C:16]([I:20])[CH:15]=2)[CH:3]=1 |f:1.2|. Procedure: A mixture of 4-amino-5-chloro-2-[(3-iodophenyl)methoxy]benzoic acid (3.23 g, 8 mmol) and 1-hydroxybenzotriazole hydrate (1.23 g, 8 mmol) in anhydrous N, N-dimethylformamide (6 mL) under nitrogen was stirred for 30 minutes, treated with 1,3-dicyclohexylcarbodiimide (1.71 g, 8.3 mmol) in anhydrous N,N-dimethylformamide (2 mL), and stirred for 2 hours. A solution of 3-aminoquinuclidine (1.52 g, 12 mmol) in anhydrous N,N-dimethylformamide (4 mL) was added, and the mixture was stirred for 18 hours, f... The reactants are CCOC(C)=O, Cl, CC(C)(C)OC(=O)N(CC(O)COc1ccccc1)C1CCCc2ccc(OCF)cc2C1, [Na+], O=C([O-])O. Product: OC(CNC1CCCc2ccc(OCF)cc2C1)COc1ccccc1. As a reaction SMILES: [CH3:40][CH2:41][O:42][C:43](=[O:44])[CH3:45].[ClH:34].[F:1][CH2:2][O:3][c:4]1[cH:5][c:6]2[c:7]([cH:32][cH:33]1)[CH2:8][CH2:9][CH2:10][CH:11]([N:13]([CH2:14][CH:15]([CH2:16][O:17][c:18]1[cH:19][cH:20][cH:21][cH:22][cH:23]1)[OH:24])[C:25]([O:26][C:27]([CH3:28])([CH3:29])[CH3:30])=[O:31])[CH2:12]2.[Na+:35].[OH:36][C:37](=[O:38])[O-:39]>>[F:1][CH2:2][O:3][c:4]1[cH:5][c:6]2[c:7]([cH:32][cH:33]1)[CH2:8][CH2:9][CH2:10][CH:11]([NH:13][CH2:14][CH:15]([CH2:16][O:17][c:18]1[cH:19][cH:20][cH:21][cH:22][cH:23]1)[OH:24])[CH2:12]2. Reactants: Br, COC(=O)N1CCC(c2cc(=O)[nH]o2)CC1CC1CCC(F)(F)CC1. Yields the product O=c1cc(C2CCNC(CC3CCC(F)(F)CC3)C2)o[nH]1. As a reaction SMILES: [BrH:26].[F:1][C:2]1([F:25])[CH2:3][CH2:4][CH:5]([CH2:8][CH:9]2[N:10]([C:21]([O:22][CH3:23])=[O:24])[CH2:11][CH2:12][CH:13]([c:15]3[cH:16][c:17](=[O:20])[nH:18][o:19]3)[CH2:14]2)[CH2:6][CH2:7]1>>[F:1][C:2]1([F:25])[CH2:3][CH2:4][CH:5]([CH2:8][CH:9]2[NH:10][CH2:11][CH2:12][CH:13]([c:15]3[cH:16][c:17](=[O:20])[nH:18][o:19]3)[CH2:14]2)[CH2:6][CH2:7]1. The reactants are 91, C(C1=CC=CC=C1)OC(=C)C1=CC=C(C=C1)COC(C)=O (α-Benzyloxy[4-(acetoxymethyl)styrene]), alkoxystyrene, ClCC=CC1=CC=CC=C1 ((chloromethyl)styrene), C(C1=CC=CC=C1)OC(=C)C1=CC(=CC=C1)COC(C)=O (α-Benzyloxy[3-(acetoxymethyl)styrene]), C(C1=CC=CC=C1)OC(=C)C1=CC(=CC=C1)COC(C)=O (α-Benzyloxy[3-(acetoxymethyl)styrene]), C (CH4). Product: C(C)(=O)OCC=CC1=CC=CC=C1 ((Acetoxymethyl)styrene). Reaction SMILES: C(O[C:9]([C:11]1[CH:16]=[CH:15][C:14](COC(=O)C)=[CH:13][CH:12]=1)=[CH2:10])C1C=CC=CC=1.C(OC(C1C=CC=C([CH2:38][O:39][C:40](=[O:42])[CH3:41])C=1)=C)C1C=CC=CC=1.ClCC=CC1C=CC=CC=1.C>>[C:40]([O:39][CH2:38][CH:10]=[CH:9][C:11]1[CH:12]=[CH:13][CH:14]=[CH:15][CH:16]=1)(=[O:42])[CH3:41]. Procedure details: α-Benzyloxy[4-(acetoxymethyl)styrene] and α-Benzyloxy[3-(acetoxymethyl)styrene] (Formula II, R1 =CH3COOCH2C6H4 -, R2 =benzyl). (Acetoxymethyl)styrene was prepared from (chloromethyl)styrene by the method described in Polymer, 1973, 14, 330. It was converted (Method C) to the required alkoxystyrene: 1H NMR (CCl4) δ 2.02 (3H, s), 4.23 (1H, d, J 2 Hz), 4.67 (1H, d, J 2 Hz), 4.87 (2H, s), 5.00 (2H, s), 7.0-7.7 (9H, m); MS (CH4) 283 (MH+, 1%), 91 (100%); IR 1740 cm-1.